This data is from the Open Reaction Database (ORD), a public repository of structured organic reaction records. The task is: describe an organic reaction: reactants, conditions, products, and yield The reactants are ClC=1C=C(C=CC1)[C@@H]([C@H]1CN(CCC1)C(=O)OC(C)(C)C)OCCNC(=O)OC ((R)-tert-butyl 3-((R)-(3-chlorophenyl)(2-(methoxycarbonylamino)ethoxy)methyl)piperidine-1-carboxylate), C(Cl)Cl.C(=O)(C(F)(F)F)O (DCM TFA). Product: OC(=O)C(F)(F)F.ClC=1C=C(C=CC1)[C@H](OCCNC(O)=O)[C@H]1CNCCC1 (2-((R)-(3-chlorophenyl)((R)-piperidin-3-yl)methoxy)ethylcarbamate TFA salt). RXN SMILES: [Cl:1][C:2]1[CH:3]=[C:4]([C@H:8]([O:22][CH2:23][CH2:24][NH:25][C:26]([O:28]C)=[O:27])[C@@H:9]2[CH2:14][CH2:13][CH2:12][N:11](C(OC(C)(C)C)=O)[CH2:10]2)[CH:5]=[CH:6][CH:7]=1.C(Cl)Cl.[C:33]([OH:39])([C:35]([F:38])([F:37])[F:36])=[O:34]>>[OH:39][C:33]([C:35]([F:38])([F:37])[F:36])=[O:34].[Cl:1][C:2]1[CH:3]=[C:4]([C@@H:8]([C@@H:9]2[CH2:14][CH2:13][CH2:12][NH:11][CH2:10]2)[O:22][CH2:23][CH2:24][NH:25][C:26](=[O:27])[OH:28])[CH:5]=[CH:6][CH:7]=1 |f:1.2,3.4|. Procedure: The solution of (R)-tert-butyl 3-((R)-(3-chlorophenyl)(2-(methoxycarbonylamino)ethoxy)methyl)piperidine-1-carboxylate (2.247 g, 5.26 mmol) in mixed solvent of DCM/TFA (24 mL, 3:1, v/v) was stirred at rt for 30 min. The solvents was removed in vacuo to produce 2-((R)-(3-chlorophenyl)((R)-piperidin-3-yl)methoxy)ethylcarbamate TFA salt in quantitative yield. MS ESI+ve m/z 327 (M+H). Reactants: Cl (HCl), [OH-].[Na+] (NaOH), C(C)(C)OC=1C=C(C(=O)NC2=NC=C(C=C2)C(=O)OC)C=C(C1)COC1=C(C=CC=C1)F (methyl 2-[3-isopropyloxy-5-(2-fluorophenoxy) methyl benzoyl]amino-5-pyridine carboxylate), O (water). Solvent: C1CCOC1 (THF). Yields the product C(C)(C)OC=1C=C(C(=O)NC2=NC=C(C=C2)C(=O)O)C=C(C1)COC1=C(C=CC=C1)F (2-[3-isopropyloxy-5-{(2-fluorophenoxy)methyl}benzoylamino]-5-pyridine Carboxylic Acid). Isolated yield 96.8%. Reaction SMILES: [OH-].[Na+].[CH:3]([O:6][C:7]1[CH:8]=[C:9]([CH:23]=[C:24]([CH2:26][O:27][C:28]2[CH:33]=[CH:32][CH:31]=[CH:30][C:29]=2[F:34])[CH:25]=1)[C:10]([NH:12][C:13]1[CH:18]=[CH:17][C:16]([C:19]([O:21]C)=[O:20])=[CH:15][N:14]=1)=[O:11])([CH3:5])[CH3:4].O.Cl>C1COCC1>[CH:3]([O:6][C:7]1[CH:8]=[C:9]([CH:23]=[C:24]([CH2:26][O:27][C:28]2[CH:33]=[CH:32][CH:31]=[CH:30][C:29]=2[F:34])[CH:25]=1)[C:10]([NH:12][C:13]1[CH:18]=[CH:17][C:16]([C:19]([OH:21])=[O:20])=[CH:15][N:14]=1)=[O:11])([CH3:5])[CH3:4] |f:0.1|. Reported procedure: 2M NaOH (0.55 ml, 1.1 mM) was added to methyl 2-[3-isopropyloxy-5-(2-fluorophenoxy) methyl benzoyl]amino-5-pyridine carboxylate (0.16 g, 0.36 mM) in THF (10 ml)/water (10 ml) at ambient temperature. After 4 hrs the reaction mixture was neutralised to pH=4–5 with 2M HCl, concentrated, filtered, washed with water, and dried under high-vacuum to give the title compound as a colourless solid (0.15 g, 98%); 1H NMR δ (d6-DMSO): 1.28 (d, 6H), 4.74 (m, 1H), 5.20 (s, 2H), 6.87–6.97 (m, 1H), 7.10 (m, 1H),... Starting materials: C1CCNCC1, CCc1c(-c2ccc(OCc3ccccc3)cc2)c2c(COCCCCCl)cc3c(OCc4ccccc4)ccc1n32, CCO, CN(C)C=O, [H-], [Na+], O. Product: C=CCCOCc1cc2c(OCc3ccccc3)ccc3c(CC)c(-c4ccc(OCc5ccccc5)cc4)c1n23. As a reaction SMILES: [CH2:1]1[CH2:2][CH2:3][NH:4][CH2:5][CH2:6]1.[CH2:9]([c:10]1[cH:11][cH:12][cH:13][cH:14][cH:15]1)[O:16][c:17]1[c:18]2[n:19]3[c:20]([c:21](-[c:28]4[cH:29][cH:30][c:31]([O:34][CH2:35][c:36]5[cH:37][cH:38][cH:39][cH:40][cH:41]5)[cH:32][cH:33]4)[c:22]([CH2:26][CH3:27])[c:23]3[cH:24][cH:25]1)[c:42]([CH2:44][O:45][CH2:46][CH2:47][CH2:48][CH2:49][Cl:50])[cH:43]2.[CH3:51][CH2:52][OH:53].[CH3:54][N:55]([CH3:56])[CH:57]=[O:58].[H-:7].[Na+:8].[OH2:59]>>[CH2:9]([c:10]1[cH:11][cH:12][cH:13][cH:14][cH:15]1)[O:16][c:17]1[c:18]2[n:19]3[c:20]([c:21](-[c:28]4[cH:29][cH:30][c:31]([O:34][CH2:35][c:36]5[cH:37][cH:38][cH:39][cH:40][cH:41]5)[cH:32][cH:33]4)[c:22]([CH2:26][CH3:27])[c:23]3[cH:24][cH:25]1)[c:42]([CH2:44][O:45][CH2:46][CH2:47][CH:48]=[CH2:49])[cH:43]2. The reactants are COC1=CC=C(CN)C=C1 (p-methoxybenzylamine), Cl.NCCC1=C2CC(NC2=C(C=C1)OC)=O (4-(2-aminoethyl)-7-methoxy-2(3H)-indolone, hydrochloride). Product: Cl.NCC1=C2CC(NC2=C(C=C1)OC)=O (4-aminomethyl-7-methoxy-2(3H)-indolone hydrochloride). RXN SMILES: [CH3:1][O:2][C:3]1[CH:10]=[CH:9][C:6]([CH2:7][NH2:8])=[CH:5][CH:4]=1.[ClH:11].NCCC1C=CC(OC)=C2C=1[CH2:17][C:18](=[O:26])[NH:19]2>>[ClH:11].[NH2:8][CH2:7][C:6]1[CH:9]=[CH:10][C:3]([O:2][CH3:1])=[C:4]2[C:5]=1[CH2:17][C:18](=[O:26])[NH:19]2 |f:1.2,3.4|. Procedure details: Using 65 g of p-methoxybenzylamine for the starting material of Example 1 gives 4-aminomethyl-7-methoxy-2(3H)-indolone hydrochloride. This material (2 g) was converted to the base and alkylated using 1 mole equivalent of isovaleraldehyde as in Example 2 to give 4-isopentylaminomethyl-7-methoxy-2(3H)-indolone hydrobromide and 4-isopentylaminomethyl-7-hydroxy-2(3H)-indolone hydrobromide after demethylation using boron tribromide in methylene chloride at -20°. Procedure: To a solution of methyl 4-(2-amino-1,3-thiazol-4-yl)benzoate (Intermediate 11; 150 mg, 0.64 mmol) in NMP (3 mL), ethyl isocyanate (90 μl, 1.14 mmol) was added. The solution was heated at 110° C. for one hour in a microwave. The crude was partitioned between water and EtOAc. The organic layer was washed with NaHCO3 solution, water and brine. It was dried over magnesium sulfate and concentrated. The residue was purified by flash chromatography (2% MeOH in DCM) to give the desired product (79 mg). ... The solvent is CN1CCCC1=O (NMP). Reaction SMILES: [NH2:1][C:2]1[S:3][CH:4]=[C:5]([C:7]2[CH:16]=[CH:15][C:10]([C:11]([O:13][CH3:14])=[O:12])=[CH:9][CH:8]=2)[N:6]=1.[CH2:17]([N:19]=[C:20]=[O:21])[CH3:18]>CN1C(=O)CCC1>[CH2:17]([NH:19][C:20]([NH:1][C:2]1[S:3][CH:4]=[C:5]([C:7]2[CH:8]=[CH:9][C:10]([C:11]([O:13][CH3:14])=[O:12])=[CH:15][CH:16]=2)[N:6]=1)=[O:21])[CH3:18]. The product is C(C)NC(=O)NC=1SC=C(N1)C1=CC=C(C(=O)OC)C=C1 (Methyl 4-(2-{[(ethylamino)carbonyl]amino}-1,3-thiazol-4-yl)benzoate). Run at temperature 110 celsius. The reactants are NC=1SC=C(N1)C1=CC=C(C(=O)OC)C=C1 (methyl 4-(2-amino-1,3-thiazol-4-yl)benzoate), NC=1SC=C(N1)C1=CC=C(C(=O)OC)C=C1 (methyl 4-(2-amino-1,3-thiazol-4-yl)benzoate), C(C)N=C=O (ethyl isocyanate). Yield: 40.4%. Run in C(Cl)Cl (DCM). Isolated yield 90.0%. RXN SMILES: [CH:1]1([C:5]([NH:7][NH:8][C:9](=S)[NH:10][C:11]2[CH:16]=[CH:15][C:14]([C:17]3[CH:22]=[CH:21][C:20]([C:23]45[CH2:30][CH2:29][C:26]([CH2:31][C:32]([O:34][CH3:35])=[O:33])([CH2:27][CH2:28]4)[O:25][CH2:24]5)=[CH:19][CH:18]=3)=[CH:13][CH:12]=2)=[O:6])[CH2:4][CH2:3][CH2:2]1.C(N=C=NCCCN(C)C)C>C(Cl)Cl>[CH:1]1([C:5]2[O:6][C:9]([NH:10][C:11]3[CH:16]=[CH:15][C:14]([C:17]4[CH:22]=[CH:21][C:20]([C:23]56[CH2:30][CH2:29][C:26]([CH2:31][C:32]([O:34][CH3:35])=[O:33])([CH2:27][CH2:28]5)[O:25][CH2:24]6)=[CH:19][CH:18]=4)=[CH:13][CH:12]=3)=[N:8][N:7]=2)[CH2:4][CH2:3][CH2:2]1. The reactants are C1(CCC1)C(=O)NNC(NC1=CC=C(C=C1)C1=CC=C(C=C1)C12COC(CC1)(CC2)CC(=O)OC)=S (methyl 2-(4-(4′-(2-(cyclobutanecarbonyl)hydrazinecarbothioamido) biphenyl-4-yl)-2-oxabicyclo[2.2.2]octan-1-yl)acetate), C(C)N=C=NCCCN(C)C (1-ethyl-3-(3-dimethylaminopropyl)carbodiimide). Procedure: To a reaction vial containing methyl 2-(4-(4′-(2-(cyclobutanecarbonyl)hydrazinecarbothioamido) biphenyl-4-yl)-2-oxabicyclo[2.2.2]octan-1-yl)acetate (300 mg, 0.59 mmol) was added DCM (6 ml) at room temperature. 1-ethyl-3-(3-dimethylaminopropyl)carbodiimide (204 mg, 1.06 mmol) was added and the mixture was stirred at room temperature for overnight. The reaction mixture was purified directly via column chromatography affording the title compound as off-white solid after drying (252 mg, 90% yield). ... Conditions: time 8 hour. The product is C1(CCC1)C1=NN=C(O1)NC1=CC=C(C=C1)C1=CC=C(C=C1)C12COC(CC1)(CC2)CC(=O)OC (methyl 2-(4-(4′-(5-cyclobutyl-1,3,4-oxadiazol-2-ylamino)biphenyl-4-yl)-2-oxabicyclo[2.2.2]octan-1-yl)acetate).